This data is from the Open Reaction Database (ORD), a public repository of structured organic reaction records. The task is: describe an organic reaction: reactants, conditions, products, and yield The reactants are BrC1=C(C=2C=CC3=C4C=CC=CC4=CC=C3C2C=C1)Br.NC1=CC=CC=C1 (dibromochrysene aniline), CC(C)([O-])C.[Na+] (sodium tert-butoxide), BrC1=C(C=2C=CC3=C4C=CC=CC4=CC=C3C2C=C1)Br (dibromochrysene), C(C)(C)C1=CC=C(N)C=C1 (4-iso-propylaniline), P(C(C)(C)C)(C(C)(C)C)C(C)(C)C (P(t-Bu)3). Reagents/catalysts: C=1C=CC(=CC1)/C=C/C(=O)/C=C/C2=CC=CC=C2.C=1C=CC(=CC1)/C=C/C(=O)/C=C/C2=CC=CC=C2.C=1C=CC(=CC1)/C=C/C(=O)/C=C/C2=CC=CC=C2.[Pd].[Pd] (Pd2(dba)3). Run in C1(=CC=CC=C1)C (toluene), C1(=CC=CC=C1)C (toluene). Run at time 10 minute. The product is C(C)(C)C1=CC=C(C=C1)NC=1C=C2C=3C=CC=CC3C(=CC2=C2C=CC=CC12)NC1=CC=C(C=C1)C(C)C (N,N′-bis(4-iso-propylphenyl)-chrysene-6,12-diamine). Reaction SMILES: Br[C:2]1[CH:19]=[CH:18][C:17]2[C:16]3[C:7](=C4C(=CC=3)C=CC=C4)[CH:6]=[CH:5][C:4]=2[C:3]=1Br.[CH:21]([C:24]1[CH:30]=[CH:29][C:27]([NH2:28])=[CH:26][CH:25]=1)([CH3:23])[CH3:22].P([C:40]([CH3:43])([CH3:42])[CH3:41])(C(C)(C)C)C(C)(C)C.BrC1C=CC2C3C(=[C:51]4[C:56](=[CH:57][CH:58]=3)[CH:55]=[CH:54][CH:53]=[CH:52]4)C=CC=2C=1Br.[NH2:64][C:65]1[CH:70]=[CH:69]C=[CH:67][CH:66]=1.CC(C)([O-])C.[Na+]>C1(C)C=CC=CC=1.C1C=CC(/C=C/C(/C=C/C2C=CC=CC=2)=O)=CC=1.C1C=CC(/C=C/C(/C=C/C2C=CC=CC=2)=O)=CC=1.C1C=CC(/C=C/C(/C=C/C2C=CC=CC=2)=O)=CC=1.[Pd].[Pd]>[CH:21]([C:24]1[CH:30]=[CH:29][C:27]([NH:28][C:57]2[CH:58]=[C:3]3[C:2](=[C:55]4[C:56]=2[CH:51]=[CH:52][CH:53]=[CH:54]4)[CH:19]=[C:18]([NH:64][C:65]2[CH:70]=[CH:69][C:43]([CH:40]([CH3:41])[CH3:42])=[CH:67][CH:66]=2)[C:17]2[CH:16]=[CH:7][CH:6]=[CH:5][C:4]3=2)=[CH:26][CH:25]=1)([CH3:23])[CH3:22] |f:3.4,5.6,8.9.10.11.12|. Reported procedure: In the drybox, a 500 mL one-neck round-bottom flask was charged with dibromochrysene (9 g, 23.3 mmol), 4-iso-propylaniline (6.61 g, 48.9 mmol) and 200 mL of dry toluene. In a separate 100 ml flask, Pd2(dba)3 (0.192 g, 0.21 mmol), P(t-Bu)3 (0.085 g, 0.42 mmol) were dissolved in 25 ml of dry toluene, stirred for 10 minutes and then added to the dibromochrysene/aniline solution. After ten minutes of stirring, sodium tert-butoxide (4.48 g, 46.6 mmol) was added in one portion. The reaction flask was ... Starting materials: O1C2C(OC3=C(C21)C=C(C(=C3)OCOC)[N+](=O)[O-])(C)C (3,4-epoxy-7-methoxymethoxy-2,2-dimethyl-6-nitro-3,4-dihydro-2H-1-benzopyrane), Cl(=O)(=O)(=O)[O-].[Li+] (lithium perchlorate), C1(=CC=CC=C1)CCN (phenylethylamine), C(O)([O-])=O.[Na+] (sodium hydrogencarbonate). The solvent is O1CCOCC1 (dioxane). Run at time 2 hour. Yields the product COCOC1=CC2=C(C(CC(O2)(C)C)NCCC2=CC=CC=C2)C=C1[N+](=O)[O-] (7-Methoxymethoxy-2,2-dimethyl-6-nitro-4-(2-phenylethylamino)-3,4-dihydro-2H-1-benzopyrane). Isolated yield 73.0%. Reaction SMILES: O1[CH:7]2[CH:2]1[C:3]([CH3:20])([CH3:19])[O:4][C:5]1[CH:11]=[C:10]([O:12][CH2:13][O:14][CH3:15])[C:9]([N+:16]([O-:18])=[O:17])=[CH:8][C:6]=12.Cl([O-])(=O)(=O)=O.[Li+].[C:27]1([CH2:33][CH2:34][NH2:35])[CH:32]=[CH:31][CH:30]=[CH:29][CH:28]=1.C(=O)([O-])O.[Na+]>O1CCOCC1>[CH3:15][O:14][CH2:13][O:12][C:10]1[C:9]([N+:16]([O-:18])=[O:17])=[CH:8][C:6]2[CH:7]([NH:35][CH2:34][CH2:33][C:27]3[CH:32]=[CH:31][CH:30]=[CH:29][CH:28]=3)[CH2:2][C:3]([CH3:20])([CH3:19])[O:4][C:5]=2[CH:11]=1 |f:1.2,4.5|. Procedure: To a solution of 3,4-epoxy-7-methoxymethoxy-2,2-dimethyl-6-nitro-3,4-dihydro-2H-1-benzopyrane (332 mg, 1.18 mmol) in dioxane (1.3 mL), lithium perchlorate (126 mg, 1.18 mmol) and phenylethylamine (214 mg, 1.77 mmol) were added at room temperature, and the resulting mixture was stirred for 2 hours. Upon the completion of the reaction, saturated sodium hydrogencarbonate aqueous solution was added thereto, the resulting solution was extracted with ethyl acetate, washed with saturated sodium chlorid...